Dataset: the Open Reaction Database (ORD), a public repository of structured organic reaction records. Task: describe an organic reaction: reactants, conditions, products, and yield Starting materials: CCOC(=O)C(C)(Cc1ccc(OCCc2nc(C3CCCCC3)oc2C)cc1)Oc1cccc(Br)c1, CCOC(=O)C(C)(Cc1ccc(OCCc2nc(C3CCCCC3)oc2C)cc1)Oc1ccccc1, CCO, [Na+], [OH-]. The product is Cc1oc(C2CCCCC2)nc1CCOc1ccc(CC(C)(Oc2cccc(Br)c2)C(=O)O)cc1. Reaction SMILES: [CH2:3]([CH3:4])[O:5][C:6]([C:7]([CH2:8][c:9]1[cH:10][cH:11][c:12]([O:15][CH2:16][CH2:17][c:18]2[n:19][c:20]([CH:24]3[CH2:25][CH2:26][CH2:27][CH2:28][CH2:29]3)[o:21][c:22]2[CH3:23])[cH:13][cH:14]1)([CH3:30])[O:31][c:32]1[cH:33][c:34]([Br:38])[cH:35][cH:36][cH:37]1)=[O:39].[CH2:40]([O:41][C:42](=[O:43])[C:44]([CH3:45])([O:46][c:47]1[cH:48][cH:49][cH:50][cH:51][cH:52]1)[CH2:53][c:54]1[cH:55][cH:56][c:57]([O:58][CH2:59][CH2:60][c:61]2[n:62][c:63]([CH:64]3[CH2:65][CH2:66][CH2:67][CH2:68][CH2:69]3)[o:70][c:71]2[CH3:72])[cH:73][cH:74]1)[CH3:75].[CH3:76][CH2:77][OH:78].[Na+:2].[OH-:1]>>[O:5]=[C:6]([C:7]([CH2:8][c:9]1[cH:10][cH:11][c:12]([O:15][CH2:16][CH2:17][c:18]2[n:19][c:20]([CH:24]3[CH2:25][CH2:26][CH2:27][CH2:28][CH2:29]3)[o:21][c:22]2[CH3:23])[cH:13][cH:14]1)([CH3:30])[O:31][c:32]1[cH:33][c:34]([Br:38])[cH:35][cH:36][cH:37]1)[OH:39]. The reactants are O=C([O-])[O-], CC#N, CC1CN(C(=O)CCl)C(C)CN1Cc1ccc(F)cc1, Oc1ccc(Cl)cc1-c1ccno1, [I-], [K+], [K+], [K+], C1CCOC1. The product is CC1CN(C(=O)COc2ccc(Cl)cc2-c2ccno2)C(C)CN1Cc1ccc(F)cc1. Reaction SMILES: [C:21](=[O:22])([O-:23])[O-:24].[CH3:42][C:43]#[N:44].[Cl:1][CH2:2][C:3](=[O:4])[N:5]1[CH:6]([CH3:20])[CH2:7][N:8]([CH2:12][c:13]2[cH:14][cH:15][c:16]([F:19])[cH:17][cH:18]2)[CH:9]([CH3:11])[CH2:10]1.[Cl:29][c:30]1[cH:31][c:32](-[c:37]2[cH:38][cH:39][n:40][o:41]2)[c:33]([OH:36])[cH:34][cH:35]1.[I-:28].[K+:25].[K+:26].[K+:27].[O:45]1[CH2:46][CH2:47][CH2:48][CH2:49]1>>[CH2:2]([C:3](=[O:4])[N:5]1[CH:6]([CH3:20])[CH2:7][N:8]([CH2:12][c:13]2[cH:14][cH:15][c:16]([F:19])[cH:17][cH:18]2)[CH:9]([CH3:11])[CH2:10]1)[O:36][c:33]1[c:32](-[c:37]2[cH:38][cH:39][n:40][o:41]2)[cH:31][c:30]([Cl:29])[cH:35][cH:34]1. The reactants are poly-d-L-lactide, BrC(C(C(C(F)(F)F)(F)F)(F)F)(F)F (1-bromoperfluorobutane). Run in COCC (methylethyl ether). Yields the product FC(C(C(C(C(C(F)(F)F)(F)F)(F)F)(F)F)(F)F)(F)F (perfluorohexane). As a reaction SMILES: Br[C:2]([F:14])([F:13])[C:3]([F:12])([F:11])[C:4]([F:10])([F:9])[C:5]([F:8])([F:7])[F:6]>COCC>[F:6][C:5]([F:8])([F:7])[C:4]([F:10])([F:9])[C:3]([F:12])([F:11])[C:2]([F:14])([F:13])[C:4]([F:10])([F:9])[C:5]([F:8])([F:7])[F:6]. Procedure: A copolymer of poly-d-L-lactide is dissolved in methylethyl ether (b.p. 10.8° C.) at a polymer concentration of 10 mg/mL. To the mixture is added 1-bromoperfluorobutane to yield a perfluorohexane concentration of 2 mg/mL. The mixture is maintained in an ice water bath and agitated vigorously by sonication, as in Example 6. Water is then added to yield approximately 10 parts water for every one part ether. The mixture is then shaken in a Wig-L-Bug, producing a 1-bromoperfluorobutane-in-ether-in-w...